Dataset: the Open Reaction Database (ORD), a public repository of structured organic reaction records. Task: describe an organic reaction: reactants, conditions, products, and yield Starting materials: C=O (formaldehyde), [BH3-]C#N.[Na+] (NaBH3CN), C(C)(=O)O (acetic acid), BrC=1C=C(C=C(C1)SC1=CC=C(C=C1)[N+](=O)[O-])NC ([3-bromo-5-(4-nitrophenylsulphanyl)-phenyl]-methylamine). Run in C(C)#N (acetonitrile). Run at time 1 hour. Yields the product BrC=1C=C(C=C(C1)SC1=CC=C(C=C1)[N+](=O)[O-])N(C)C ([3-bromo-5-(4-nitro-phenylsulphanyl)-phenyl]-dimethylamine). Isolated yield 99.1%. RXN SMILES: [Br:1][C:2]1[CH:3]=[C:4]([NH:18][CH3:19])[CH:5]=[C:6]([S:8][C:9]2[CH:14]=[CH:13][C:12]([N+:15]([O-:17])=[O:16])=[CH:11][CH:10]=2)[CH:7]=1.C=O.[BH3-][C:23]#N.[Na+].C(O)(=O)C>C(#N)C>[Br:1][C:2]1[CH:3]=[C:4]([N:18]([CH3:23])[CH3:19])[CH:5]=[C:6]([S:8][C:9]2[CH:10]=[CH:11][C:12]([N+:15]([O-:17])=[O:16])=[CH:13][CH:14]=2)[CH:7]=1 |f:2.3|. Procedure details: 0.34 g (0.001 mol) of [3-bromo-5-(4-nitrophenylsulphanyl)-phenyl]-methylamine was dissolved in 10 ml of acetonitrile, treated with 1.52 ml (0.020 mol) of formaldehyde, 0.74 g (0.010 mol) of NaBH3CN and 1.76 ml of acetic acid and stirred at room temperature for 1 hr. Thereafter, the solvent was removed, the residue was partitioned in ethyl acetate/water and the organic phase was washed with sat. sodium chloride solution, dried over MgSO4, filtered and concentrated. The residue was chromatographed... The reactants are ONC1CC2=C(C(C3=C1C=CC=C3)=C)C=CC=C2 (10-hydroxyamino-5-methylene-10,11-dihydro-5H-dibenzo[a,d]cycloheptene). Reagents/catalysts: [Zn] (zinc). Solvent: C(C)(=O)O (acetic acid). Run at time 2 hour. Product: NC1CC2=C(C(C3=C1C=CC=C3)=C)C=CC=C2 (10-amino-5-methylene-10,11-dihydro-5H-dibenzo[a,d]cycloheptene). As a reaction SMILES: O[NH:2][CH:3]1[C:9]2[CH:10]=[CH:11][CH:12]=[CH:13][C:8]=2[C:7](=[CH2:14])[C:6]2[CH:15]=[CH:16][CH:17]=[CH:18][C:5]=2[CH2:4]1>C(O)(=O)C.[Zn]>[NH2:2][CH:3]1[C:9]2[CH:10]=[CH:11][CH:12]=[CH:13][C:8]=2[C:7](=[CH2:14])[C:6]2[CH:15]=[CH:16][CH:17]=[CH:18][C:5]=2[CH2:4]1. Procedure: To a stirred slurry of zinc dust (0.9 g, 0.138 mole) in 100 ml of glacial acetic acid stirred in an oil bath at 65° was added 10-hydroxyamino-5-methylene-10,11-dihydro-5H-dibenzo[a,d]cycloheptene (10 g, 42 mmole). The mixture was stirred in the oil bath for 2 hours, cooled, and quenched in 500 ml of water. The mixture was made basic with concentrated ammonia, then extracted with ether. The combined ether layers were washed with water, dried over sodium sulfate, filtered, and evaporated to drynes... Starting materials: BrC=1C=C(C=CC1)C1NC2=CC=C(C=C2C(C1)(C)C)S(=O)(=O)N1CCOCC1 (2-(3-bromo-phenyl)-4,4-dimethyl-6-(morpholine-4-sulfonyl)-1,2,3,4-tetrahydro-quinoline), NC(C(=O)O)(C)C (2-amino-2-methyl-propionic acid), C([O-])([O-])=O.[K+].[K+] (potassium carbonate). Reagents/catalysts: [Cu]I (copper(I) iodide). Solvent: CS(=O)C (dimethyl sulfoxide). Product: CC1(CC(NC2=CC=C(C=C12)S(=O)(=O)N1CCOCC1)C=1C=C(C=CC1)NC(C(=O)O)(C)C)C (2-{3-[4,4-dimethyl-6-(morpholine-4-sulfonyl)-1,2,3,4-tetrahydro-quinolin-2-yl]-phenylamino}-2-methyl-propionic acid). Yield: 55.9%. RXN SMILES: Br[C:2]1[CH:3]=[C:4]([CH:8]2[CH2:17][C:16]([CH3:19])([CH3:18])[C:15]3[C:10](=[CH:11][CH:12]=[C:13]([S:20]([N:23]4[CH2:28][CH2:27][O:26][CH2:25][CH2:24]4)(=[O:22])=[O:21])[CH:14]=3)[NH:9]2)[CH:5]=[CH:6][CH:7]=1.[NH2:29][C:30]([CH3:35])([CH3:34])[C:31]([OH:33])=[O:32].C(=O)([O-])[O-].[K+].[K+]>CS(C)=O.[Cu]I>[CH3:18][C:16]1([CH3:19])[C:15]2[C:10](=[CH:11][CH:12]=[C:13]([S:20]([N:23]3[CH2:28][CH2:27][O:26][CH2:25][CH2:24]3)(=[O:22])=[O:21])[CH:14]=2)[NH:9][CH:8]([C:4]2[CH:3]=[C:2]([NH:29][C:30]([CH3:35])([CH3:34])[C:31]([OH:33])=[O:32])[CH:7]=[CH:6][CH:5]=2)[CH2:17]1 |f:2.3.4|. Procedure details: A mixture solution of 2-(3-bromo-phenyl)-4,4-dimethyl-6-(morpholine-4-sulfonyl)-1,2,3,4-tetrahydro-quinoline (150 mg, 0.33 mmol), copper(I) iodide (20 mg, 0.1 mmol), 2-amino-2-methyl-propionic acid (135 mg, 1.3 mmol) and potassium carbonate (110 mg, 1.0 mmol) in dimethyl sulfoxide (2.0 mL) was stirred at 120° C. for 16 h. Then the reaction mixture was cooled to room temperature and extracted with ethyl acetate (70 mL×2), washed with water (30 mL×3) and saturated aqueous ammonium chloride solutio... Starting materials: CC1C(N(C2=CC=CC=C12)C1CCN(CC1)C)=O (3-methyl-1-(1-methylpiperidin-4-yl)indolin-2-one), OS(=O)(=O)O (H2SO4), [N+](=O)(O)[O-] (HNO3). Run at time 30 minute. The product is CC1C(N(C2=CC=C(C=C12)[N+](=O)[O-])C1CCN(CC1)C)=O (3-methyl-1-(1-methylpiperidin-4-yl)-5-nitroindolin-2-one). The yield is 61.0%. RXN SMILES: [CH3:1][CH:2]1[C:10]2[C:5](=[CH:6][CH:7]=[CH:8][CH:9]=2)[N:4]([CH:11]2[CH2:16][CH2:15][N:14]([CH3:17])[CH2:13][CH2:12]2)[C:3]1=[O:18].OS(O)(=O)=O.[N+:24]([O-])([OH:26])=[O:25]>>[CH3:1][CH:2]1[C:10]2[C:5](=[CH:6][CH:7]=[C:8]([N+:24]([O-:26])=[O:25])[CH:9]=2)[N:4]([CH:11]2[CH2:16][CH2:15][N:14]([CH3:17])[CH2:13][CH2:12]2)[C:3]1=[O:18]. Reported procedure: A solution of 3-methyl-1-(1-methylpiperidin-4-yl)indolin-2-one(0.18 g, 0.736 mmol) in con. H2SO4 (2 mL) was treated with fuming HNO3 (0.034 mL, 0.736 mmol) at −5 to −10° C. (ice+salt) and resulting solution was stirred for 30 min. at this same temperature. The reaction was quenched with addition of crushed ice, and then basified with 1 N NaOH and product was extracted into CH2Cl2 (2×20 mL). The combined CH2Cl2 layer was washed with brine (10 mL) and dried (Na2SO4). The solvent was evaporated and... The reactants are BrC=1C(C2=CC(=CC=C2C1C1=CC(=CC(=C1)F)F)OCCN1CCN(CC1)S(=O)(=O)C)=O (2-Bromo-3-(3,5-difluorophenyl)-6-{2-[4-(methylsulfonyl)piperazin-1-yl]ethoxy}-1H-inden-1-one), O1CCN(CC1)CCOC1=CC=C2C(=C(C(C2=C1)=O)Br)C1=CC=CC=C1 (6-(2-morpholinoethoxy)-2-bromo-3-phenyl-1H-inden-1-one), COC1=CC=C(C=N1)B(O)O (6-methoxy-3-pyridinylboronic acid). The product is FC=1C=C(C=C(C1)F)C1=C(C(C2=CC(=CC=C12)OCCN1CCN(CC1)S(=O)(=O)C)=O)C=1C=NC(=CC1)OC (3-(3,5-Difluorophenyl)-2-(6-methoxypyridin-3-yl)-6-{2-[4-(methylsulfonyl)piperazin-1-yl]ethoxy}-1H-inden-1-one). Isolated yield 68.0%. Reaction SMILES: Br[C:2]1[C:3](=[O:32])[C:4]2[C:9]([C:10]=1[C:11]1[CH:16]=[C:15]([F:17])[CH:14]=[C:13]([F:18])[CH:12]=1)=[CH:8][CH:7]=[C:6]([O:19][CH2:20][CH2:21][N:22]1[CH2:27][CH2:26][N:25]([S:28]([CH3:31])(=[O:30])=[O:29])[CH2:24][CH2:23]1)[CH:5]=2.O1CCN(CCOC2C=C3C(C(C4C=CC=CC=4)=C(Br)C3=O)=CC=2)CC1.[CH3:59][O:60][C:61]1[N:66]=[CH:65][C:64](B(O)O)=[CH:63][CH:62]=1>>[F:18][C:13]1[CH:12]=[C:11]([C:10]2[C:9]3[C:4](=[CH:5][C:6]([O:19][CH2:20][CH2:21][N:22]4[CH2:23][CH2:24][N:25]([S:28]([CH3:31])(=[O:29])=[O:30])[CH2:26][CH2:27]4)=[CH:7][CH:8]=3)[C:3](=[O:32])[C:2]=2[C:64]2[CH:65]=[N:66][C:61]([O:60][CH3:59])=[CH:62][CH:63]=2)[CH:16]=[C:15]([F:17])[CH:14]=1. Reported procedure: The procedure of Step 7 of Example 1 was repeated except for using 2-bromo-3-(3,5-difluorophenyl)-6-{2-[4-(methylsulfonyl)piperazin-1-yl]ethoxy}-1H-inden-1-one obtained in Step 1 of Example 96 as a starting material instead of 6-(2-morpholinoethoxy)-2-bromo-3-phenyl-1H-inden-1-one, 6-methoxy-3-pyridinylboronic acid instead of 3-pyridinylboronic acid, and being purified by silica gel column chromatography (EtOAc/CH2Cl2=1:1) to obtain the title compound (68%). Reactants: CC1=C(C=C(C=C1)[N+](=O)[O-])C=1C=NC=NC1 (5-(2-methyl-5-nitrophenyl)pyrimidine). The reagents and catalysts are [Pd] (palladium on carbon). Solvent: O1CCCC1 (tetrahydrofuran), CO (methanol). The product is NC=1C=CC(=C(C1)C=1C=NC=NC1)C (5-(5-amino-2-methylphenyl)pyrimidine). The yield is 99.7%. Reaction SMILES: [CH3:1][C:2]1[CH:7]=[CH:6][C:5]([N+:8]([O-])=O)=[CH:4][C:3]=1[C:11]1[CH:12]=[N:13][CH:14]=[N:15][CH:16]=1>O1CCCC1.CO.[Pd]>[NH2:8][C:5]1[CH:6]=[CH:7][C:2]([CH3:1])=[C:3]([C:11]2[CH:16]=[N:15][CH:14]=[N:13][CH:12]=2)[CH:4]=1. Procedure: A suspension of 5-(2-methyl-5-nitrophenyl)pyrimidine (0.431 g) in tetrahydrofuran (4 ml) and methanol (4 ml) was hydrogenated over palladium on carbon (10% w/w, 50% wet, 129 mg) under hydrogen atmosphere for 2 hours. The catalyst was filtered off, and the filtrate was evaporated under reduced pressure to give 5-(5-amino-2-methylphenyl)pyrimidine (370 mg, 99.7%). Starting materials: C(C1=CC=CC=C1)(=O)[C@@]1([C@@]([C@@H](O[C@@H]1C(O)C(C1=CC=CC=C1)=O)N1C(=O)NC(=O)C=C1)(C)F)O (3′,5′-dibenzoyl-2′-Deoxy-2′-fluoro-2′-C-methyluridine), N (ammonia). Run in CO (MeOH), CO (MeOH). Reaction conditions: temperature 0 celsius, time 30 minute. Yields the product F[C@]1([C@@H](O[C@@H]([C@H]1O)CO)N1C(=O)NC(=O)C=C1)C (2′-deoxy-2′-fluoro-2′-C-methyluridine). The yield is 60.0%. Reaction SMILES: C([C@@:9]1([OH:34])[C@@H:13]([CH:14](C(=O)C2C=CC=CC=2)[OH:15])[O:12][C@@H:11]([N:24]2[CH:31]=[CH:30][C:28](=[O:29])[NH:27][C:25]2=[O:26])[C@@:10]1([F:33])[CH3:32])(=O)C1C=CC=CC=1.N>CO>[F:33][C@:10]1([CH3:32])[C@H:9]([OH:34])[C@@H:13]([CH2:14][OH:15])[O:12][C@H:11]1[N:24]1[CH:31]=[CH:30][C:28](=[O:29])[NH:27][C:25]1=[O:26]. Reported procedure: To a solution of 3′,5′-dibenzoyl-2′-Deoxy-2′-fluoro-2′-C-methyluridine (1.5 g, 1 eq) in MeOH (10 mL) was added a solution of saturated ammonia in MeOH (20 mL). The reaction mixture was stirred at 0° C. for 30 min, and then warmed to room temperature slowly. After the reaction mixture was stirred for another 18 hours, the reaction mixture was evaporated under reduced pressure to give the residue, which was purified by column chromatography to afford pure compound 2′-deoxy-2′-fluoro-2′-C-methyluri... Starting materials: CNc1cnccc1Br, CNc1cnccc1C1CCC(=O)CC1, CC1(C)OB(C2=CCC3(CC2)OCCO3)OC1(C)C, O=C(CNc1ncnc2ccc(C(F)(F)F)cc12)NC1CNC1. Product: CNc1cnccc1C1CCC(N2CC(NC(=O)CNc3ncnc4ccc(C(F)(F)F)cc34)C2)CC1. RXN SMILES: [Br:16][c:17]1[cH:18][cH:19][n:20][cH:21][c:22]1[NH:23][CH3:24].[CH3:1][NH:2][c:3]1[cH:4][n:5][cH:6][cH:7][c:8]1[CH:9]1[CH2:10][CH2:11][C:12](=[O:15])[CH2:13][CH2:14]1.[CH3:25][C:26]1([CH3:27])[C:28]([CH3:29])([CH3:30])[O:31][B:32]([C:33]2=[CH:42][CH2:41][C:36]3([CH2:35][CH2:34]2)[O:37][CH2:38][CH2:39][O:40]3)[O:43]1.[NH:44]1[CH2:45][CH:46]([NH:48][C:49]([CH2:50][NH:51][c:52]2[n:53][cH:54][n:55][c:56]3[cH:57][cH:58][c:59]([C:62]([F:63])([F:64])[F:65])[cH:60][c:61]23)=[O:66])[CH2:47]1>>[CH3:1][NH:2][c:3]1[cH:4][n:5][cH:6][cH:7][c:8]1[CH:9]1[CH2:10][CH2:11][CH:12]([N:44]2[CH2:45][CH:46]([NH:48][C:49]([CH2:50][NH:51][c:52]3[n:53][cH:54][n:55][c:56]4[cH:57][cH:58][c:59]([C:62]([F:63])([F:64])[F:65])[cH:60][c:61]34)=[O:66])[CH2:47]2)[CH2:13][CH2:14]1. Starting materials: COC(=O)C1=CC[C@@H]([C@H]1C[Si](C1=CC=CC=C1)(C)C)O[Si](C)(C)C(C)(C)C ((4S, 5S)-4-[[(1,1-Dimethylethyl)dimethylsilyl]oxy]-5-[(dimethylphenylsilyl)methyl]-1-cyclopentene-1-carboxylic acid methyl ester), [H-].C(C(C)C)[Al+]CC(C)C (diisobutylaluminum hydride). The solvent is hexanes. Run at time 2 hour. Yields the product CC(C)(C)[Si](O[C@H]1CC=C([C@@H]1C[Si](C1=CC=CC=C1)(C)C)CO)(C)C ((4S, 5S)-4-[[(1,1-Dimethylethyl)dimethylsilyl]oxy]-5-[(dimethylphenylsilyl)methyl]-1-cyclopentene-1-methanol). The yield is 92.9%. RXN SMILES: C[O:2][C:3]([C:5]1[C@H:9]([CH2:10][Si:11]([CH3:19])([CH3:18])[C:12]2[CH:17]=[CH:16][CH:15]=[CH:14][CH:13]=2)[C@@H:8]([O:20][Si:21]([C:24]([CH3:27])([CH3:26])[CH3:25])([CH3:23])[CH3:22])[CH2:7][CH:6]=1)=O.[H-].C([Al+]CC(C)C)C(C)C>>[CH3:27][C:24]([Si:21]([CH3:23])([CH3:22])[O:20][C@@H:8]1[C@@H:9]([CH2:10][Si:11]([CH3:19])([CH3:18])[C:12]2[CH:13]=[CH:14][CH:15]=[CH:16][CH:17]=2)[C:5]([CH2:3][OH:2])=[CH:6][CH2:7]1)([CH3:25])[CH3:26] |f:1.2|. Procedure details: To a solution of 43 (15 g, 37.13 mmol) in hexanes (100 mL) was added diisobutylaluminum hydride (113 mL, 113.4 mmol, 1 N in hexanes) at −78° C. slowly over a period of 30 minutes keeping the temperature below −60° C. The resulting mixture was stirred for 2 hours at the same temperature to complete the reaction. The reaction mixture was quenched by addition of sodium hydroxide (2 N, 200 mL). The organic layer was separated and washed with water, brine, and dried over magnesium sulfate. The organi... The reactants are C1(CCCCC1)CNC1=C(C=C(C=C1)NC(C(C)(C)C)=O)[N+](=O)[O-] (N-{4-[(Cyclohexylmethyl)amino]-3-nitrophenyl}-2,2-dimethylpropanamide). Solvent: CCOC(=O)C (EtOAc), [Pd] (Pd/C). Reaction conditions: time 24 hour. The product is NC=1C=C(C=CC1NCC1CCCCC1)NC(C(C)(C)C)=O (N-{3-Amino-4[(cyclohexylmethyl)amino]phenyl}-2,2-dimethylpropanamide). As a reaction SMILES: [CH:1]1([CH2:7][NH:8][C:9]2[CH:14]=[CH:13][C:12]([NH:15][C:16](=[O:21])[C:17]([CH3:20])([CH3:19])[CH3:18])=[CH:11][C:10]=2[N+:22]([O-])=O)[CH2:6][CH2:5][CH2:4][CH2:3][CH2:2]1>CCOC(C)=O.[Pd]>[NH2:22][C:10]1[CH:11]=[C:12]([NH:15][C:16](=[O:21])[C:17]([CH3:19])([CH3:18])[CH3:20])[CH:13]=[CH:14][C:9]=1[NH:8][CH2:7][CH:1]1[CH2:6][CH2:5][CH2:4][CH2:3][CH2:2]1. Procedure details: N-{4-[(Cyclohexylmethyl)amino]-3-nitrophenyl}-2,2-dimethylpropanamide (215 mg, 0.645 mmol) was dissolved in 20 mL of EtOAc containing a catalytic amount of 10% Pd/C. The solution was shaken in a Parr hydrogenation apparatus under H2 atmosphere (45 psi) at RT for 24 h. The solution was filtered through Celite and the solvent evaporated to give the desired product. Yield: 175 mg (89%); MS (ESI) (M+H)+304.04.